From a dataset of the Open Reaction Database (ORD), a public repository of structured organic reaction records. describe an organic reaction: reactants, conditions, products, and yield Starting materials: CO, O=[N+]([O-])c1cc(CO)cc(C(F)(F)F)c1, [Pd]. Product: Nc1cc(CO)cc(C(F)(F)F)c1. RXN SMILES: [CH3:16][OH:17].[N+:1]([O-:2])(=[O:3])[c:4]1[cH:5][c:6]([CH2:14][OH:15])[cH:7][c:8]([C:10]([F:11])([F:12])[F:13])[cH:9]1.[Pd:18]>>[NH2:1][c:4]1[cH:5][c:6]([CH2:14][OH:15])[cH:7][c:8]([C:10]([F:11])([F:12])[F:13])[cH:9]1. Reactants: c1ccc(COCC2CC(c3ccc(CN4CCCC4)cc3)C2)cc1, CCO, CC(C)O, O=C(O)C(F)(F)F, [Pd]. Yields the product OCC1CC(c2ccc(CN3CCCC3)cc2)C1. RXN SMILES: [CH2:1]([c:2]1[cH:3][cH:4][cH:5][cH:6][cH:7]1)[O:8][CH2:9][CH:10]1[CH2:11][CH:12]([c:14]2[cH:15][cH:16][c:17]([CH2:18][N:19]3[CH2:20][CH2:21][CH2:22][CH2:23]3)[cH:24][cH:25]2)[CH2:13]1.[CH2:37]([OH:38])[CH3:39].[CH:33]([OH:34])([CH3:35])[CH3:36].[F:26][C:27]([F:28])([F:29])[C:30]([OH:31])=[O:32].[Pd:40]>>[OH:8][CH2:9][CH:10]1[CH2:11][CH:12]([c:14]2[cH:15][cH:16][c:17]([CH2:18][N:19]3[CH2:20][CH2:21][CH2:22][CH2:23]3)[cH:24][cH:25]2)[CH2:13]1.